From a dataset of the Open Reaction Database (ORD), a public repository of structured organic reaction records. describe an organic reaction: reactants, conditions, products, and yield Procedure details: Under an argon atmosphere, 2,4-dichloro-5-fluoropyrimidine (390 mg, 2.34 mmol) and 2-(4-(4-phenylphthalazin-1-ylamino)phenoxy)pyridin-3-ylboronic acid (1.01 g, 2.34 mmol) were dissolved in 1,2-dimethoxyethane (15.6 ml, 2.34 mmol) in a screw capped test tube. Sodium carbonate (4.67 ml, 9.34 mmol) was added followed by Pd(PPh3)4 (0.270 g, 0.234 mmol). The tube was purged with argon, sealed, and heated to 85° C. After 3 h, LCMS showed mostly product, a small amount of starting material left. 100 mg... Reaction SMILES: [Cl:1][C:2]1[N:7]=[C:6](Cl)[C:5]([F:9])=[CH:4][N:3]=1.[C:10]1([C:16]2[C:25]3[C:20](=[CH:21][CH:22]=[CH:23][CH:24]=3)[C:19]([NH:26][C:27]3[CH:42]=[CH:41][C:30]([O:31][C:32]4[C:37](B(O)O)=[CH:36][CH:35]=[CH:34][N:33]=4)=[CH:29][CH:28]=3)=[N:18][N:17]=2)[CH:15]=[CH:14][CH:13]=[CH:12][CH:11]=1.COCCOC.C(=O)([O-])[O-].[Na+].[Na+]>C1C=CC([P]([Pd]([P](C2C=CC=CC=2)(C2C=CC=CC=2)C2C=CC=CC=2)([P](C2C=CC=CC=2)(C2C=CC=CC=2)C2C=CC=CC=2)[P](C2C=CC=CC=2)(C2C=CC=CC=2)C2C=CC=CC=2)(C2C=CC=CC=2)C2C=CC=CC=2)=CC=1.CO.C(Cl)Cl>[NH4+:3].[OH-:31].[Cl:1][C:2]1[N:7]=[C:6]([C:37]2[C:32]([O:31][C:30]3[CH:29]=[CH:28][C:27]([NH:26][C:19]4[C:20]5[C:25](=[CH:24][CH:23]=[CH:22][CH:21]=5)[C:16]([C:10]5[CH:11]=[CH:12][CH:13]=[CH:14][CH:15]=5)=[N:17][N:18]=4)=[CH:42][CH:41]=3)=[N:33][CH:34]=[CH:35][CH:36]=2)[C:5]([F:9])=[CH:4][N:3]=1 |f:3.4.5,9.10,^1:58,60,79,98|. Conditions: temperature 85 celsius, time 3 hour. Reactants: ClC1=NC=C(C(=N1)Cl)F (2,4-dichloro-5-fluoropyrimidine), C1(=CC=CC=C1)C1=NN=C(C2=CC=CC=C12)NC1=CC=C(OC2=NC=CC=C2B(O)O)C=C1 (2-(4-(4-phenylphthalazin-1-ylamino)phenoxy)pyridin-3-ylboronic acid), COCCOC (1,2-dimethoxyethane), C([O-])([O-])=O.[Na+].[Na+] (Sodium carbonate). Yield: 185.4%. The reagents and catalysts are C=1C=CC(=CC1)[P](C=2C=CC=CC2)(C=3C=CC=CC3)[Pd]([P](C=4C=CC=CC4)(C=5C=CC=CC5)C=6C=CC=CC6)([P](C=7C=CC=CC7)(C=8C=CC=CC8)C=9C=CC=CC9)[P](C=1C=CC=CC1)(C=1C=CC=CC1)C=1C=CC=CC1 (Pd(PPh3)4). Product: [NH4+].[OH-] (NH4OH), ClC1=NC=C(C(=N1)C=1C(=NC=CC1)OC1=CC=C(C=C1)NC1=NN=C(C2=CC=CC=C12)C1=CC=CC=C1)F (N-(4-(3-(2-chloro-5-fluoropyrimidin-4-yl)pyridin-2-yloxy)phenyl)-4-phenylphthalazin-1-amine). Solvent: CO (MeOH), C(Cl)Cl (DCM).